Task: describe an organic reaction: reactants, conditions, products, and yield. Dataset: the Open Reaction Database (ORD), a public repository of structured organic reaction records The product is C1=C(C=CC2=CC=CC=C12)S(=O)(=O)O.NC1=C(C=CC=C1)NC(\C=C\C1=CN(C=C1)S(=O)(=O)C1=CC=C(C=C1)C=1C=NN(C1)C)=O ((E)-N-(2-Amino-phenyl)-3-{1-[4-(1-methyl-1H-pyrazol-4-yl)-benzenesulfonyl]-1H-pyrrol-3-yl}-acrylamide naphthalene-2-sulfonate). Reactants: NC1=C(C=CC=C1)NC(\C=C\C1=CN(C=C1)S(=O)(=O)C1=CC=C(C=C1)C=1C=NN(C1)C)=O ((E)-N-(2-Amino-phenyl)-3-{1-[4-(1-methyl-1H-pyrazol-4-yl)-benzene sulfonyl]-1H-pyrrol-3-yl}-acrylamide), C1=C(C=CC2=CC=CC=C12)S(=O)(=O)O (naphthalene-2-sulfonic acid). Reaction SMILES: [NH2:1][C:2]1[CH:7]=[CH:6][CH:5]=[CH:4][C:3]=1[NH:8][C:9](=[O:32])/[CH:10]=[CH:11]/[C:12]1[CH:16]=[CH:15][N:14]([S:17]([C:20]2[CH:25]=[CH:24][C:23]([C:26]3[CH:27]=[N:28][N:29]([CH3:31])[CH:30]=3)=[CH:22][CH:21]=2)(=[O:19])=[O:18])[CH:13]=1.[CH:33]1[C:42]2[C:37](=[CH:38][CH:39]=[CH:40][CH:41]=2)[CH:36]=[CH:35][C:34]=1[S:43]([OH:46])(=[O:45])=[O:44]>C(O)(C)C>[CH:33]1[C:42]2[C:37](=[CH:38][CH:39]=[CH:40][CH:41]=2)[CH:36]=[CH:35][C:34]=1[S:43]([OH:46])(=[O:45])=[O:44].[NH2:1][C:2]1[CH:7]=[CH:6][CH:5]=[CH:4][C:3]=1[NH:8][C:9](=[O:32])/[CH:10]=[CH:11]/[C:12]1[CH:16]=[CH:15][N:14]([S:17]([C:20]2[CH:25]=[CH:24][C:23]([C:26]3[CH:27]=[N:28][N:29]([CH3:31])[CH:30]=3)=[CH:22][CH:21]=2)(=[O:19])=[O:18])[CH:13]=1 |f:3.4|. Conditions: time 24 hour. Procedure details: 2.00 g (E)-N-(2-Amino-phenyl)-3-{1-[4-(1-methyl-1H-pyrazol-4-yl)-benzene sulfonyl]-1H-pyrrol-3-yl}-acrylamide was suspended in 40 mL isopropanol. 1.46 g naphthalene-2-sulfonic acid (70%) was added and the suspension was stirred for 24 h. The suspension was filtered, the filter cake was washed with 20 mL isopropanol and dried. An off-white solid (2.72 g) was obtained. Yield: 92.8%. Run in C(C)(C)O (isopropanol).